From a dataset of the Open Reaction Database (ORD), a public repository of structured organic reaction records. describe an organic reaction: reactants, conditions, products, and yield Starting materials: CCCCCCCc1ccc(N)cc1, Cl, O=N[O-], [Na+], O, Oc1ccccc1. The product is CCCCCCCc1ccc(N=Nc2ccc(O)cc2)cc1. As a reaction SMILES: [CH2:1]([CH2:2][CH2:3][CH2:4][CH2:5][CH2:6][CH3:7])[c:8]1[cH:9][cH:10][c:11]([NH2:12])[cH:13][cH:14]1.[ClH:15].[N:16]([O-:17])=[O:18].[Na+:19].[OH2:27].[OH:20][c:21]1[cH:22][cH:23][cH:24][cH:25][cH:26]1>>[CH2:1]([CH2:2][CH2:3][CH2:4][CH2:5][CH2:6][CH3:7])[c:8]1[cH:9][cH:10][c:11]([N:12]=[N:16][c:24]2[cH:23][cH:22][c:21]([OH:20])[cH:26][cH:25]2)[cH:13][cH:14]1. The reactants are COC(C1=CC(=C(C=C1)F)[N+](=O)[O-])=O (4-fluoro-3-nitro-benzoic acid methyl ester), Cl (hydrochloric acid), CC1C(CCCC1)N (2-methylcyclohexylamine), C([O-])([O-])=O.[K+].[K+] (potassium carbonate). The solvent is O (water), CN(C)C=O (DMF). Reaction conditions: time 16 hour. Product: COC(C1=CC(=C(C=C1)NC1C(CCCC1)C)[N+](=O)[O-])=O (4-(2-Methyl-cyclohexylamino)-3-nitro-benzoic acid methyl ester). Yield: 100.1%. Reaction SMILES: [CH3:1][O:2][C:3](=[O:14])[C:4]1[CH:9]=[CH:8][C:7](F)=[C:6]([N+:11]([O-:13])=[O:12])[CH:5]=1.C(=O)([O-])[O-].[K+].[K+].[CH3:21][CH:22]1[CH2:27][CH2:26][CH2:25][CH2:24][CH:23]1[NH2:28].Cl>O.CN(C=O)C>[CH3:1][O:2][C:3](=[O:14])[C:4]1[CH:9]=[CH:8][C:7]([NH:28][CH:23]2[CH2:24][CH2:25][CH2:26][CH2:27][CH:22]2[CH3:21])=[C:6]([N+:11]([O-:13])=[O:12])[CH:5]=1 |f:1.2.3|. Procedure: To a solution of 20.0 g of 4-fluoro-3-nitro-benzoic acid methyl ester in 100 ml of abs. DMF was added 27.8 g of potassium carbonate, followed by 12.5 g of 2-methylcyclohexylamine. After 16 h at rt, the mixture was poured into water, the pH was adjusted to 4 by the addition of 2 M aqueous hydrochloric acid, and the reaction mixture was extracted with ethyl acetate three times. The combined organic phases were washed with water, dried over sodium sulphate and concentrated to yield 29.4 g (100%) of... Starting materials: O=C(O)c1cc(C(F)(F)F)cc(C(F)(F)F)c1, CC(C)(C)OC(=O)N1CCC(N)C(c2ccccc2)C1, Cc1ccc(S(=O)(=O)O)cc1. Yields the product CC(C)(C)OC(=O)N1CCC(NC(=O)c2cc(C(F)(F)F)cc(C(F)(F)F)c2)C(c2ccccc2)C1. RXN SMILES: [F:32][C:33]([c:34]1[cH:35][c:36]([C:37](=[O:38])[OH:39])[cH:40][c:41]([C:43]([F:44])([F:45])[F:46])[cH:42]1)([F:47])[F:48].[NH2:12][CH:13]1[CH:14]([c:26]2[cH:27][cH:28][cH:29][cH:30][cH:31]2)[CH2:15][N:16]([C:19](=[O:20])[O:21][C:22]([CH3:23])([CH3:24])[CH3:25])[CH2:17][CH2:18]1.[c:1]1([CH3:2])[cH:3][cH:4][c:5]([S:6]([OH:7])(=[O:8])=[O:9])[cH:10][cH:11]1>>[NH:12]([CH:13]1[CH:14]([c:26]2[cH:27][cH:28][cH:29][cH:30][cH:31]2)[CH2:15][N:16]([C:19](=[O:20])[O:21][C:22]([CH3:23])([CH3:24])[CH3:25])[CH2:17][CH2:18]1)[C:37]([c:36]1[cH:35][c:34]([C:33]([F:32])([F:47])[F:48])[cH:42][c:41]([C:43]([F:44])([F:45])[F:46])[cH:40]1)=[O:38]. Starting materials: [C-]#N.[Na+] (sodium cyanide), O(C1=CC=CC=C1)C=1C=C(C=O)C=CC1 (3-phenoxybenzaldehyde), ClC1=CC=C(C=C1)C(C(=O)Cl)C(C)C (2-(4-chlorophenyl)-3-methylbutanoyl chloride), [C-]#N.[Na+] (sodium cyanide), [C-]#N.[Na+] (NaCN), ester. Run in O (water), CCCCCCC (n-heptane), O (water). The product is ClC1=CC=C(C=C1)C(C(=O)OC(C1=CC(=CC=C1)OC1=CC=CC=C1)C#N)C(C)C (α-cyano-3-phenoxybenzyl 2-(4-chlorophenyl)-3-methylbutanoate). RXN SMILES: [O:1]([C:8]1[CH:9]=[C:10]([CH:13]=[CH:14][CH:15]=1)[CH:11]=[O:12])[C:2]1[CH:7]=[CH:6][CH:5]=[CH:4][CH:3]=1.[Cl:16][C:17]1[CH:22]=[CH:21][C:20]([CH:23]([CH:27]([CH3:29])[CH3:28])[C:24](Cl)=[O:25])=[CH:19][CH:18]=1.[C-:30]#[N:31].[Na+]>O.CCCCCCC>[Cl:16][C:17]1[CH:22]=[CH:21][C:20]([CH:23]([CH:27]([CH3:29])[CH3:28])[C:24]([O:12][CH:11]([C:30]#[N:31])[C:10]2[CH:13]=[CH:14][CH:15]=[C:8]([O:1][C:2]3[CH:3]=[CH:4][CH:5]=[CH:6][CH:7]=3)[CH:9]=2)=[O:25])=[CH:19][CH:18]=1 |f:2.3|. Procedure: A 500 ml round-bottomed flask equipped with a paddle stirrer was charged with 100 mmol of 3-phenoxybenzaldehyde, 100 mmol of 2-(4-chlorophenyl)-3-methylbutanoyl chloride, 120 mmol of sodium cyanide, 10 ml of water, and 200 ml of n-heptane. The molar ratio of water to sodium cyanide was 4.64, all NaCN being dissolved. The mixture thus formed was stirred and analysed. Table VI presents the yields and purities of the desired ester after the reaction time indicated. Reactants: Cl (hydrogen chloride), NC12C3CCC(C(CCC1)C2)C3 (1-aminotricyclo [4.3.1.12,5 ] undecane), ( I ). Run in C(C)OCC (diethyl ether). Yields the product Cl.NC12C3CCC(C(CCC1)C2)C3 (1-aminotricyclo [4.3.1.12,5 ] undecane hydrochloride). Yield: 91.0%. Reaction SMILES: [ClH:1].[NH2:2][C:3]12[CH2:12][CH:8]([CH2:9][CH2:10][CH2:11]1)[CH:7]1[CH2:13][CH:4]2[CH2:5][CH2:6]1>C(OCC)C>[ClH:1].[NH2:2][C:3]12[CH2:12][CH:8]([CH2:9][CH2:10][CH2:11]1)[CH:7]1[CH2:13][CH:4]2[CH2:5][CH2:6]1 |f:3.4|. Reported procedure: Dry hydrogen chloride gas is introduced in a solution of 1.0 g (6 millimoles) of 1-aminotricyclo [4.3.1.12,5 ] undecane of formula (I) in 15 ml of anhydrous diethyl ether to form a white precipitate. The precipitate is filtered off, dried and recrystallized from acetone-methanol to obtain 1.1 g (yield: 91%) of 1-aminotricyclo [4.3.1.12,5 ] undecane hydrochloride. The reactants are CC(=O)O, O=N[O-], Nc1cc(=O)[nH]c(C2CCCCC2)n1, [Na+], O. The product is Nc1nc(C2CCCCC2)[nH]c(=O)c1N=O. RXN SMILES: [CH3:20][C:21](=[O:22])[OH:23].[N:16](=[O:17])[O-:18].[NH2:1][c:2]1[n:3][c:4]([CH:9]2[CH2:10][CH2:11][CH2:12][CH2:13][CH2:14]2)[nH:5][c:6](=[O:8])[cH:7]1.[Na+:19].[OH2:15]>>[NH2:1][c:2]1[n:3][c:4]([CH:9]2[CH2:10][CH2:11][CH2:12][CH2:13][CH2:14]2)[nH:5][c:6](=[O:8])[c:7]1[N:16]=[O:17].